From a dataset of the Open Reaction Database (ORD), a public repository of structured organic reaction records. describe an organic reaction: reactants, conditions, products, and yield Starting materials: [Na+], [Na+], C1CCOC1, Cc1ccc(-c2ccc3c(c2)C=C(C(=O)Nc2ccc(Cc4ncccc4O)cc2)CCO3)cc1, O=C(OO)c1cccc(Cl)c1, O=S([O-])([O-])=S. The product is Cc1ccc(-c2ccc3c(c2)C=C(C(=O)Nc2ccc(Cc4c(O)ccc[n+]4[O-])cc2)CCO3)cc1. RXN SMILES: [Na+:52].[Na+:53].[O:54]1[CH2:55][CH2:56][CH2:57][CH2:58]1.[OH:1][c:2]1[c:3]([CH2:8][c:9]2[cH:10][cH:11][c:12]([NH:15][C:16](=[O:17])[C:18]3=[CH:24][c:23]4[c:22]([cH:28][cH:27][c:26](-[c:29]5[cH:30][cH:31][c:32]([CH3:35])[cH:33][cH:34]5)[cH:25]4)[O:21][CH2:20][CH2:19]3)[cH:13][cH:14]2)[n:4][cH:5][cH:6][cH:7]1.[OH:36][O:37][C:38]([c:39]1[cH:40][c:41]([Cl:42])[cH:43][cH:44][cH:45]1)=[O:46].[S:47]([O-:48])([O-:49])(=[O:50])=[S:51]>>[OH:1][c:2]1[c:3]([CH2:8][c:9]2[cH:10][cH:11][c:12]([NH:15][C:16](=[O:17])[C:18]3=[CH:24][c:23]4[c:22]([cH:28][cH:27][c:26](-[c:29]5[cH:30][cH:31][c:32]([CH3:35])[cH:33][cH:34]5)[cH:25]4)[O:21][CH2:20][CH2:19]3)[cH:13][cH:14]2)[n+:4]([O-:36])[cH:5][cH:6][cH:7]1.